describe an organic reaction: reactants, conditions, products, and yield From a dataset of the Open Reaction Database (ORD), a public repository of structured organic reaction records. The reactants are COC(=O)c1cc(CO)cc(-c2cccc(C#N)c2)c1, ClCCl. Product: COC(=O)c1cc(C=O)cc(-c2cccc(C#N)c2)c1. As a reaction SMILES: [C:1](#[N:2])[c:3]1[cH:4][c:5](-[c:9]2[cH:10][c:11]([C:12](=[O:13])[O:14][CH3:15])[cH:16][c:17]([CH2:19][OH:20])[cH:18]2)[cH:6][cH:7][cH:8]1.[Cl:21][CH2:22][Cl:23]>>[C:1](#[N:2])[c:3]1[cH:4][c:5](-[c:9]2[cH:10][c:11]([C:12](=[O:13])[O:14][CH3:15])[cH:16][c:17]([CH:19]=[O:20])[cH:18]2)[cH:6][cH:7][cH:8]1. The reactants are CSC, ClCCl, Cl, Nc1c(Cl)cc(Cl)cc1Cl, c1ccc2ncccc2c1. The product is CS(C)=Nc1c(Cl)cc(Cl)cc1Cl. Reaction SMILES: [CH3:1][S:2][CH3:3].[Cl:25][CH2:26][Cl:27].[Cl:4].[Cl:5][c:6]1[c:7]([NH2:8])[c:9]([Cl:14])[cH:10][c:11]([Cl:13])[cH:12]1.[cH:15]1[cH:16][c:17]2[c:18]([n:19][cH:20][cH:21][cH:22]2)[cH:23][cH:24]1>>[CH3:1][S:2]([CH3:3])=[N:8][c:7]1[c:6]([Cl:5])[cH:12][c:11]([Cl:13])[cH:10][c:9]1[Cl:14]. The reactants are ClCCOCC(=O)OCC (ethyl chloroethoxyacetate), P(OCC)(OCC)OCC (triethyl phosphite). The product is C(C)OP(=O)(OCC)CCOCC(=O)OCC (ethyl (d iethoxyphosphoryl)ethoxyacetate). Yield: 97.5%. RXN SMILES: Cl[CH2:2][CH2:3][O:4][CH2:5][C:6]([O:8][CH2:9][CH3:10])=[O:7].[P:11]([O:18]CC)([O:15][CH2:16][CH3:17])[O:12][CH2:13][CH3:14]>>[CH2:13]([O:12][P:11]([CH2:2][CH2:3][O:4][CH2:5][C:6]([O:8][CH2:9][CH3:10])=[O:7])([O:15][CH2:16][CH3:17])=[O:18])[CH3:14]. Reported procedure: 36.3 g (218 mmol) of ethyl chloroethoxyacetate and 37.4 ml (218 mmol) of triethyl phosphite are heated at 50° C. for 3 hours. The reaction medium is evaporated to dryness under vacuum. 57 g (100%) of crude ethyl (d iethoxyphosphoryl)ethoxyacetate are obtained. The reactants are FC(C1=NC=C(C=O)C=C1)(F)F (6-(trifluoromethyl) nicotinaldehyde), CN1C(N(C(C2=C1N=CC(=C2)OC=2C=NC=C(C2)C)=O)CCCOC2OCCCC2)=O (1-methyl-6-(5-methylpyridin-3-yloxy)-3-(3-(tetrahydro-2H-pyran-2-yloxy) propyl)pyrido[2,3-d]pyrimidine-2,4(1H,3H)-dione), CN1C(N(C(C2=C1N=CC(=C2)OC=2C=NC=C(C2)C)=O)CCCOC2OCCCC2)=O (1-methyl-6-(5-methylpyridin-3-yloxy)-3-(3-(tetrahydro-2H-pyran-2-yloxy) propyl)pyrido[2,3-d]pyrimidine-2,4(1H,3H)-dione), [Li+].CC(C)[N-]C(C)C (LDA). The solvent is CC(OCC)=O (EA), O (water), C1CCOC1 (THF), C1CCOC1 (THF). Reaction conditions: temperature -78 celsius, time 1 hour. Yields the product OC(C1=C(C=NC=2N(C(N(C(C21)=O)CCCOC2OCCCC2)=O)C)OC=2C=NC=C(C2)C)C=2C=NC(=CC2)C(F)(F)F (5-(hydroxy(6-(trifluoromethyl)pyridin-3-yl)methyl)-1-methyl-6-(5-methylpyridin-3-yloxy)-3-(3-(tetrahydro-2H-pyran-2-yloxy)propyl)pyrido[2,3-d]pyrimidine-2,4 (1H,3H)-dione). Isolated yield 12.1%. RXN SMILES: [CH3:1][N:2]1[C:7]2[N:8]=[CH:9][C:10]([O:12][C:13]3[CH:14]=[N:15][CH:16]=[C:17]([CH3:19])[CH:18]=3)=[CH:11][C:6]=2[C:5](=[O:20])[N:4]([CH2:21][CH2:22][CH2:23][O:24][CH:25]2[CH2:30][CH2:29][CH2:28][CH2:27][O:26]2)[C:3]1=[O:31].[Li+].CC([N-]C(C)C)C.[F:40][C:41]([F:51])([F:50])[C:42]1[CH:49]=[CH:48][C:45]([CH:46]=[O:47])=[CH:44][N:43]=1>C1COCC1.CC(=O)OCC.O>[OH:47][CH:46]([C:45]1[CH:44]=[N:43][C:42]([C:41]([F:51])([F:40])[F:50])=[CH:49][CH:48]=1)[C:11]1[C:6]2[C:5](=[O:20])[N:4]([CH2:21][CH2:22][CH2:23][O:24][CH:25]3[CH2:30][CH2:29][CH2:28][CH2:27][O:26]3)[C:3](=[O:31])[N:2]([CH3:1])[C:7]=2[N:8]=[CH:9][C:10]=1[O:12][C:13]1[CH:14]=[N:15][CH:16]=[C:17]([CH3:19])[CH:18]=1 |f:1.2|. Procedure details: To a solution of 1-methyl-6-(5-methylpyridin-3-yloxy)-3-(3-(tetrahydro-2H-pyran-2-yloxy) propyl)pyrido[2,3-d]pyrimidine-2,4(1H,3H)-dione (See Compound 27, step 1, 140 mg, 0.330 mmol) in THF (10 mL) at −78° C. was added LDA (2M in THF, 0.84 mL, 1.65 mmol) dropwise The reaction was stirred at −78° C. for 1 h then a solution of 6-(trifluoromethyl) nicotinaldehyde (115 mg, 0.660 mmol) in THF (2 mL) was added. The reaction was stirred for 30 min at −78° C. then diluted with EA (10 mL) and water (10 m... Reactants: COc1ccc(Cl)cc1C(=O)N=c1sc(C(C)(C)C)cn1CC1(OC(C)=O)CCC1, COc1ccc(P2(=S)SP(=S)(c3ccc(OC)cc3)S2)cc1, Cc1ccccc1. Yields the product COc1ccc(Cl)cc1C(=S)N=c1sc(C(C)(C)C)cn1CC1(OC(C)=O)CCC1. As a reaction SMILES: [C:1]([CH3:2])(=[O:3])[O:4][C:5]1([CH2:9][n:10]2[c:11](=[N:19][C:20]([c:21]3[c:22]([O:28][CH3:29])[cH:23][cH:24][c:25]([Cl:27])[cH:26]3)=[O:30])[s:12][c:13]([C:15]([CH3:16])([CH3:17])[CH3:18])[cH:14]2)[CH2:6][CH2:7][CH2:8]1.[CH3:31][O:32][c:33]1[cH:34][cH:35][c:36]([P:37]2(=[S:38])[S:39][P:41](=[S:42])([c:43]3[cH:44][cH:45][c:46]([O:47][CH3:48])[cH:49][cH:50]3)[S:40]2)[cH:51][cH:52]1.[CH3:53][c:54]1[cH:55][cH:56][cH:57][cH:58][cH:59]1>>[C:1]([CH3:2])(=[O:3])[O:4][C:5]1([CH2:9][n:10]2[c:11](=[N:19][C:20]([c:21]3[c:22]([O:28][CH3:29])[cH:23][cH:24][c:25]([Cl:27])[cH:26]3)=[S:40])[s:12][c:13]([C:15]([CH3:16])([CH3:17])[CH3:18])[cH:14]2)[CH2:6][CH2:7][CH2:8]1. Starting materials: CCOC(C)=O, Cc1ccc(F)c(N=C=O)c1, COC(=O)CCCCS(=O)(CCCCC(=O)OC)=NC(=O)c1cnc(N)c(C#Cc2cccc(N)c2)c1, CN(C)C=O. Yields the product COC(=O)CCCCS(=O)(CCCCC(=O)OC)=NC(=O)c1cnc(N)c(C#Cc2cccc(NC(=O)Nc3cc(C)ccc3F)c2)c1. As a reaction SMILES: [CH3:54][CH2:55][O:56][C:57]([CH3:58])=[O:59].[F:38][c:39]1[c:40]([N:46]=[C:47]=[O:48])[cH:41][c:42]([CH3:45])[cH:43][cH:44]1.[NH2:1][c:2]1[c:3]([C:29]#[C:30][c:31]2[cH:32][c:33]([NH2:37])[cH:34][cH:35][cH:36]2)[cH:4][c:5]([C:8](=[O:9])[N:10]=[S:11](=[O:12])([CH2:13][CH2:14][CH2:15][CH2:16][C:17](=[O:18])[O:19][CH3:20])[CH2:21][CH2:22][CH2:23][CH2:24][C:25](=[O:26])[O:27][CH3:28])[cH:6][n:7]1.[O:49]=[CH:50][N:51]([CH3:52])[CH3:53]>>[NH2:1][c:2]1[c:3]([C:29]#[C:30][c:31]2[cH:32][c:33]([NH:37][C:47]([NH:46][c:40]3[c:39]([F:38])[cH:44][cH:43][c:42]([CH3:45])[cH:41]3)=[O:48])[cH:34][cH:35][cH:36]2)[cH:4][c:5]([C:8](=[O:9])[N:10]=[S:11](=[O:12])([CH2:13][CH2:14][CH2:15][CH2:16][C:17](=[O:18])[O:19][CH3:20])[CH2:21][CH2:22][CH2:23][CH2:24][C:25](=[O:26])[O:27][CH3:28])[cH:6][n:7]1. The reactants are C1=NC=CC=2C(=CC=CC12)S(=O)(=O)Cl (5-isoquinolinesulfonyl chloride), S(=O)([O-])[O-].[Na+].[Na+] (sodium sulfite). Run in O (water). Product: C1=NC=CC=2C(=CC=CC12)S(=O)[O-].[Na+] (sodium 5-isoquinolinesulfinate). Isolated yield 24.9%. As a reaction SMILES: [CH:1]1[C:10]2[CH:9]=[CH:8][CH:7]=[C:6]([S:11](Cl)(=[O:13])=[O:12])[C:5]=2[CH:4]=[CH:3][N:2]=1.S([O-])([O-])=O.[Na+:19].[Na+]>O>[CH:1]1[C:10]2[CH:9]=[CH:8][CH:7]=[C:6]([S:11]([O-:13])=[O:12])[C:5]=2[CH:4]=[CH:3][N:2]=1.[Na+:19] |f:1.2.3,5.6|. Procedure details: After a mixture of 5-isoquinolinesulfonyl chloride 1.58 g (7.0 mmol), sodium sulfite 880 mg (7.0 mmol) and water 10 ml was heated and refluxed for 1 hour, the reaction mixture was concentrated under reduced pressure. Ethanol was added to the resulting residue to filter off insoluble materials, and the filtrate was concentrated under reduced pressure to give sodium 5-isoquinolinesulfinate 375 mg (25.0%).